describe an organic reaction: reactants, conditions, products, and yield From a dataset of the Open Reaction Database (ORD), a public repository of structured organic reaction records. Starting materials: ClC1=NC(=C(C2=CC(=CC=C12)OC)C=O)C (1-chloro-6-methoxy-3-methyl-isoquinoline-4-carbaldehyde), C(C)(C)C1=C(C=2C=NNC2C=C1)B(O)O (5-isopropylindazole-4-boronic acid), C(=O)([O-])[O-].[Na+].[Na+] (Na2CO3). The reagents and catalysts are C=1C=CC(=CC1)[P](C=2C=CC=CC2)(C=3C=CC=CC3)[Pd]([P](C=4C=CC=CC4)(C=5C=CC=CC5)C=6C=CC=CC6)([P](C=7C=CC=CC7)(C=8C=CC=CC8)C=9C=CC=CC9)[P](C=1C=CC=CC1)(C=1C=CC=CC1)C=1C=CC=CC1 (Pd(PPh3)4). The solvent is O1CCOCC1 (dioxane). Reaction conditions: temperature 100 celsius. Product: C(C)(C)C=1C(=C2C=NNC2=CC1)C1=NC(=C(C2=CC(=CC=C12)OC)C=O)C (1-(5-isopropyl-1H-indazol-4-yl)-6-methoxy-3-methyl-isoquinoline-4-carbaldehyde). Yield: 33.5%. Reaction SMILES: Cl[C:2]1[C:11]2[C:6](=[CH:7][C:8]([O:12][CH3:13])=[CH:9][CH:10]=2)[C:5]([CH:14]=[O:15])=[C:4]([CH3:16])[N:3]=1.[CH:17]([C:20]1[CH:28]=[CH:27][C:26]2[NH:25][N:24]=[CH:23][C:22]=2[C:21]=1B(O)O)([CH3:19])[CH3:18].C([O-])([O-])=O.[Na+].[Na+]>O1CCOCC1.C1C=CC([P]([Pd]([P](C2C=CC=CC=2)(C2C=CC=CC=2)C2C=CC=CC=2)([P](C2C=CC=CC=2)(C2C=CC=CC=2)C2C=CC=CC=2)[P](C2C=CC=CC=2)(C2C=CC=CC=2)C2C=CC=CC=2)(C2C=CC=CC=2)C2C=CC=CC=2)=CC=1>[CH:17]([C:20]1[C:21]([C:2]2[C:11]3[C:6](=[CH:7][C:8]([O:12][CH3:13])=[CH:9][CH:10]=3)[C:5]([CH:14]=[O:15])=[C:4]([CH3:16])[N:3]=2)=[C:22]2[C:26](=[CH:27][CH:28]=1)[NH:25][N:24]=[CH:23]2)([CH3:19])[CH3:18] |f:2.3.4,^1:47,49,68,87|. Reported procedure: A mixture of 1-chloro-6-methoxy-3-methyl-isoquinoline-4-carbaldehyde (670 mg, 2.84 mmol), 5-isopropylindazole-4-boronic acid (580 mg, 2.84 mmol), Pd(PPh3)4 (164 mg, 0.14 mmol), and Na2CO3 (4.3 ml of 2M in H2O) in dioxane (15 ml) is heated for 18 h at 100° C. Usual work-up followed by flash chromatography over silica gel gives 342 mg of 1-(5-isopropyl-1H-indazol-4-yl)-6-methoxy-3-methyl-isoquinoline-4-carbaldehyde. 1H NMR (CDCl3) 10.9 (s, 1H), 8.68 (s, 1H), 7.65-7.37 (m, 3H), 7.42 (d, 1H), 7.01 (... Reactants: Cl.NC1[C@@H]2N(C(=C(CS2)CCl)C(=O)OCC2=CC=C(C=C2)OC)C1=O (p-methoxybenzyl 7-amino-3-chloromethyl-3-cephem-4-carboxylate hydrochloride), C(C)(=O)OCC (ethyl acetate), [OH-].[Na+] (sodium hydroxide). Run in O (water). Conditions: time 2 hour. The product is ClCC=1CS[C@H]2N(C1C(=O)OCC1=CC=C(C=C1)OC)C(C2NC=O)=O (p-methoxybenzyl 3-chloromethyl-7-formamido-3-cephem-4-carboxylate). Isolated yield 99.0%. As a reaction SMILES: Cl.[NH2:2][CH:3]1[C:24](=[O:25])[N:5]2[C:6]([C:12]([O:14][CH2:15][C:16]3[CH:21]=[CH:20][C:19]([O:22][CH3:23])=[CH:18][CH:17]=3)=[O:13])=[C:7]([CH2:10][Cl:11])[CH2:8][S:9][C@H:4]12.[C:26](OCC)(=[O:28])C.[OH-].[Na+]>O>[Cl:11][CH2:10][C:7]1[CH2:8][S:9][C@@H:4]2[CH:3]([NH:2][CH:26]=[O:28])[C:24](=[O:25])[N:5]2[C:6]=1[C:12]([O:14][CH2:15][C:16]1[CH:21]=[CH:20][C:19]([O:22][CH3:23])=[CH:18][CH:17]=1)=[O:13] |f:0.1,3.4|. Procedure: To 15 g (37 mM) of p-methoxybenzyl 7-amino-3-chloromethyl-3-cephem-4-carboxylate hydrochloride, 500 ml of ethyl acetate and 100 ml of water were added. Under cooling with ice, the mixture was adjusted to pH 7.5 with a 1N sodium hydroxide aqueous solution and dissolved. The organic layer was separated, washed with a saturated sodium chloride aqueous solution, and then concentrated under reduced pressure. The oily residue was dissolved in 150 ml of methylene chloride. To this solution, a mixed anh... Starting materials: Cc1cc(-c2cc(C(F)(F)F)nc(-c3cccc(Br)c3)n2)ccc1C(F)(F)F, CC1(C)OB(c2cnc(N)nc2)OC1(C)C. The product is Cc1cc(-c2cc(C(F)(F)F)nc(-c3cccc(-c4cnc(N)nc4)c3)n2)ccc1C(F)(F)F. RXN SMILES: [Br:1][c:2]1[cH:3][c:4](-[c:8]2[n:9][c:10]([C:25]([F:26])([F:27])[F:28])[cH:11][c:12](-[c:14]3[cH:15][c:16]([CH3:24])[c:17]([C:20]([F:21])([F:22])[F:23])[cH:18][cH:19]3)[n:13]2)[cH:5][cH:6][cH:7]1.[NH2:29][c:30]1[n:31][cH:32][c:33]([B:36]2[O:37][C:38]([CH3:39])([CH3:40])[C:41]([CH3:42])([CH3:43])[O:44]2)[cH:34][n:35]1>>[c:2]1(-[c:33]2[cH:32][n:31][c:30]([NH2:29])[n:35][cH:34]2)[cH:3][c:4](-[c:8]2[n:9][c:10]([C:25]([F:26])([F:27])[F:28])[cH:11][c:12](-[c:14]3[cH:15][c:16]([CH3:24])[c:17]([C:20]([F:21])([F:22])[F:23])[cH:18][cH:19]3)[n:13]2)[cH:5][cH:6][cH:7]1. Isolated yield 22.1%. Solvent: C(C)#N (acetonitrile). Run at temperature 70 celsius. Starting materials: FC(OC=1C(=C(C=CC1OC)C1=C2CCC(C2=CC=C1)=O)O)F (4-(3-(difluoromethoxy)-2-hydroxy-4-methoxyphenyl)-2,3-dihydro-1H-inden-1-one), C([O-])([O-])=O.[K+].[K+] (potassium carbonate), C(CC)Br (propyl bromide). RXN SMILES: [F:1][CH:2]([F:23])[O:3][C:4]1[C:5]([OH:22])=[C:6]([C:12]2[CH:20]=[CH:19][CH:18]=[C:17]3[C:13]=2[CH2:14][CH2:15][C:16]3=[O:21])[CH:7]=[CH:8][C:9]=1[O:10][CH3:11].C(=O)([O-])[O-].[K+].[K+].[CH2:30](Br)[CH2:31][CH3:32]>C(#N)C>[F:1][CH:2]([F:23])[O:3][C:4]1[C:5]([O:22][CH2:30][CH2:31][CH3:32])=[C:6]([C:12]2[CH:20]=[CH:19][CH:18]=[C:17]3[C:13]=2[CH2:14][CH2:15][C:16]3=[O:21])[CH:7]=[CH:8][C:9]=1[O:10][CH3:11] |f:1.2.3|. Product: FC(OC=1C(=C(C=CC1OC)C1=C2CCC(C2=CC=C1)=O)OCCC)F (4-(3-Difluoromethoxy-4-methoxy-2-propoxy-phenyl)-indan-1-one). Procedure details: To a stirring solution of 4-(3-(difluoromethoxy)-2-hydroxy-4-methoxyphenyl)-2,3-dihydro-1H-inden-1-one (80 mg, 0.25 mmol) in acetonitrile (10 mL) was added potassium carbonate (102 mg, 0.75 mmol) and propyl bromide (92 mg, 0.75 mmol) and the resultant reaction mixture was heated to 70° C. for 16 h. The reaction mixture was cooled to RT, filtered through celite and the filtrate was concentrated under reduced pressure. The residue was purified by column chromatography (silica gel, 0-20% ethyl acet...